Dataset: the Open Reaction Database (ORD), a public repository of structured organic reaction records. Task: describe an organic reaction: reactants, conditions, products, and yield Reactants: CCOC(=O)C(OC(C)=O)c1cccc2cnccc12, CCO. Product: CCOC(=O)Cc1cccc2cnccc12. As a reaction SMILES: [C:1]([O:2][CH:5]([C:6](=[O:7])[O:8][CH2:9][CH3:10])[c:11]1[c:12]2[cH:13][cH:14][n:15][cH:16][c:17]2[cH:18][cH:19][cH:20]1)(=[O:3])[CH3:4].[CH3:21][CH2:22][OH:23]>>[CH2:5]([C:6](=[O:7])[O:8][CH2:9][CH3:10])[c:11]1[c:12]2[cH:13][cH:14][n:15][cH:16][c:17]2[cH:18][cH:19][cH:20]1. The reactants are [OH-].[Na+] (sodium hydroxide), O (water), CNC(=O)C(C(=O)OC)CC1=CC=C(C=C1)OCCC=1N=C(OC1C)C1=CC=CC=C1 (Methyl 2-methylcarbamoyl-3-[4-[2-(5-methyl-2-phenyl-4-oxazolyl)ethoxy]phenyl]propionate), Cl (Hydrochloric acid). The solvent is CO.O1CCCC1 (methanol tetrahydrofuran), C(C)(=O)OCC (ethyl acetate). Conditions: time 1 hour. Yields the product CNC(=O)C(C(=O)O)CC1=CC=C(C=C1)OCCC=1N=C(OC1C)C1=CC=CC=C1 (2-Methylcarbamoyl-3-[4-[2-(5-methyl-2-phenyl-4-oxazolyl)ethoxy]phenyl]propionic acid). Isolated yield 96.6%. RXN SMILES: [CH3:1][NH:2][C:3]([CH:5]([CH2:10][C:11]1[CH:16]=[CH:15][C:14]([O:17][CH2:18][CH2:19][C:20]2[N:21]=[C:22]([C:26]3[CH:31]=[CH:30][CH:29]=[CH:28][CH:27]=3)[O:23][C:24]=2[CH3:25])=[CH:13][CH:12]=1)[C:6]([O:8]C)=[O:7])=[O:4].[OH-].[Na+].Cl.O>CO.O1CCCC1.C(OCC)(=O)C>[CH3:1][NH:2][C:3]([CH:5]([CH2:10][C:11]1[CH:12]=[CH:13][C:14]([O:17][CH2:18][CH2:19][C:20]2[N:21]=[C:22]([C:26]3[CH:27]=[CH:28][CH:29]=[CH:30][CH:31]=3)[O:23][C:24]=2[CH3:25])=[CH:15][CH:16]=1)[C:6]([OH:8])=[O:7])=[O:4] |f:1.2,5.6|. Reported procedure: Methyl 2-methylcarbamoyl-3-[4-[2-(5-methyl-2-phenyl-4-oxazolyl)ethoxy]phenyl]propionate (1.50 g, 3.55 mmol) obtained in Example 31 was dissolved in methanol-tetrahydrofuran (1:1, 40 ml) and 1N aqueous sodium hydroxide solution (20 ml) was added. The mixture was stirred at room temperature for 1 hr. 1N Hydrochloric acid was added to acidify the reaction mixture, and water (50 ml) and ethyl acetate (100 ml) were added for partition. The organic layer was washed with saturated brine (50 ml), dried ... The reactants are COC1=CC=C2C(C(N(C2=C1)C)=O)(C)C (6-Methoxy-1,3,3-trimethyl-1,3-dihydro-indol-2-one), Br (hydrobromic acid). The solvent is C(C)(=O)O (acetic acid). Run at temperature 110 celsius, time 2 hour. The product is OC1=CC=C2C(C(N(C2=C1)C)=O)(C)C (6-Hydroxy-1,3,3-trimethyl-1,3-dihydro-indol-2-one). As a reaction SMILES: C[O:2][C:3]1[CH:11]=[C:10]2[C:6]([C:7]([CH3:15])([CH3:14])[C:8](=[O:13])[N:9]2[CH3:12])=[CH:5][CH:4]=1.Br>C(O)(=O)C>[OH:2][C:3]1[CH:11]=[C:10]2[C:6]([C:7]([CH3:15])([CH3:14])[C:8](=[O:13])[N:9]2[CH3:12])=[CH:5][CH:4]=1. Procedure details: To a solution of 6-methoxy-1,3,3-trimethyl-1,3-dihydro-indol-2-one (601 mg, 2.93 mmol, example 79) in acetic acid (880 μL) is added hydrobromic acid (48% in H2O) (8.8 mL). The resulting solution is heated to reflux (105°110° C.), stirred 2 hrs, then cooled to room temp and concentrated under reduced pressure. The residue is dissolved in EtOAc and the organic layer washed with water, brine, dried over MgSO4 and concentrated. The residue is purified by triturating with a small volume of ether to g... Starting materials: O=C(Nc1sc2c(c1C(=O)O)CC1CCC2O1)c1c(F)cccc1C(F)(F)F, NCCC(F)(F)F. Product: O=C(Nc1sc2c(c1C(=O)NCCC(F)(F)F)CC1CCC2O1)c1c(F)cccc1C(F)(F)F. RXN SMILES: [F:1][c:2]1[c:3]([C:4](=[O:5])[NH:6][c:7]2[s:8][c:9]3[c:15]([c:16]2[C:17](=[O:18])[OH:19])[CH2:14][CH:13]2[CH2:12][CH2:11][CH:10]3[O:20]2)[c:21]([C:25]([F:26])([F:27])[F:28])[cH:22][cH:23][cH:24]1.[F:29][C:30]([CH2:31][CH2:32][NH2:33])([F:34])[F:35]>>[F:1][c:2]1[c:3]([C:4](=[O:5])[NH:6][c:7]2[s:8][c:9]3[c:15]([c:16]2[C:17](=[O:19])[NH:33][CH2:32][CH2:31][C:30]([F:29])([F:34])[F:35])[CH2:14][CH:13]2[CH2:12][CH2:11][CH:10]3[O:20]2)[c:21]([C:25]([F:26])([F:27])[F:28])[cH:22][cH:23][cH:24]1. Reactants: C(C)NC1=CC=CC=C1 (N-ethylaniline), ClC=1C=C(C=CC1Cl)[C@](CN(C(CC(F)(F)F)=O)C)(CC=C)NC (N-[2-(S)-(3,4-Dichlorophenyl)-2-(methylamino)-4-pentenyl]-3,3,3-trifluoro-N-methylpropanamide), C(C)(C)N(C(C)C)CC (N,N-diisopropylethylamine), C(C(=O)Cl)(=O)Cl (oxalyl chloride), resultant mixture. Run in O (Water), C(Cl)Cl (methylene chloride), C(Cl)Cl (methylene chloride). Product: FC(CC(=O)N(C)C[C@](CC=C)(C1=CC(=C(C=C1)Cl)Cl)N(C(C(=O)N(C1=CC=CC=C1)CC)=O)C)(F)F (N1-[1-(3,3,3-trifluoro-N-methylpropanamido)-2-(S)-(3,4-dichlorophenyl)(4-penten-2-yl)]-N2-ethyl-N1-methyl-N2-phenyloxalamide). Isolated yield 75.8%. RXN SMILES: [Cl:1][C:2]1[CH:3]=[C:4]([C@@:9]([NH:23][CH3:24])([CH2:20][CH:21]=[CH2:22])[CH2:10][N:11]([CH3:19])[C:12](=[O:18])[CH2:13][C:14]([F:17])([F:16])[F:15])[CH:5]=[CH:6][C:7]=1[Cl:8].C(N(CC)C(C)C)(C)C.[C:34](Cl)(=[O:38])[C:35](Cl)=[O:36].[CH2:40]([NH:42][C:43]1[CH:48]=[CH:47][CH:46]=[CH:45][CH:44]=1)[CH3:41]>C(Cl)Cl.O>[F:15][C:14]([F:16])([F:17])[CH2:13][C:12]([N:11]([CH2:10][C@@:9]([N:23]([CH3:24])[C:34](=[O:38])[C:35]([N:42]([CH2:40][CH3:41])[C:43]1[CH:48]=[CH:47][CH:46]=[CH:45][CH:44]=1)=[O:36])([C:4]1[CH:5]=[CH:6][C:7]([Cl:8])=[C:2]([Cl:1])[CH:3]=1)[CH2:20][CH:21]=[CH2:22])[CH3:19])=[O:18]. Reported procedure: N-[2-(S)-(3,4-Dichlorophenyl)-2-(methylamino)-4-pentenyl]-3,3,3-trifluoro-N-methylpropanamide (200 mg) was dissolved in anhydrous methylene chloride (1 mL). Under cooling with ice, N,N-diisopropylethylamine (109 μL) and oxalyl chloride (109 μL) were added thereto, and the mixture was stirred for 30 minuites. A solution of N-ethylaniline (127 mg) in anhydrous methylene chloride (1 mL) was added to the reaction mixture, and the resultant mixture was stirred for 1 hour at room temperature. Water wa... Starting materials: FC1=CC(=C(C=C1)C=1C2=C(N=C(N1)S(=O)(=O)C)N(C(C=C2)=O)C2=C(C=CC=C2)F)C (4-(4-fluoro-2-methyl-phenyl)-8-(2-fluoro-phenyl)-2-methanesulfonyl-8H-pyrido[2,3-d]pyrimidin-7-one), NC1CCOCC1 (4-aminotetra-hydropyran). The solvent is C1CCOC1 (THF). Run at time 18 hour. The product is O1CCC(CC1)NC=1N=C(C2=C(N1)N(C(C=C2)=O)C2=C(C=CC=C2)F)C2=C(C=C(C=C2)F)C (2-(Tetrahydropyran-4-ylamino)-4-(4-fluoro-2-methylphenyl)-8-(2-fluorophenyl)-8H-pyrido[2,3-d]pyrimidin-7-one). Reaction SMILES: [F:1][C:2]1[CH:7]=[CH:6][C:5]([C:8]2[C:9]3[CH:21]=[CH:20][C:19](=[O:22])[N:18]([C:23]4[CH:28]=[CH:27][CH:26]=[CH:25][C:24]=4[F:29])[C:10]=3[N:11]=[C:12](S(C)(=O)=O)[N:13]=2)=[C:4]([CH3:30])[CH:3]=1.[NH2:31][CH:32]1[CH2:37][CH2:36][O:35][CH2:34][CH2:33]1>C1COCC1>[O:35]1[CH2:36][CH2:37][CH:32]([NH:31][C:12]2[N:13]=[C:8]([C:5]3[CH:6]=[CH:7][C:2]([F:1])=[CH:3][C:4]=3[CH3:30])[C:9]3[CH:21]=[CH:20][C:19](=[O:22])[N:18]([C:23]4[CH:28]=[CH:27][CH:26]=[CH:25][C:24]=4[F:29])[C:10]=3[N:11]=2)[CH2:33][CH2:34]1. Procedure: The product of Example 59 (200 mg, 0.47 mmol) and 4-aminotetra-hydropyran (102 mg, 1 mmol) were combined in THF (10 mL) and stirred under Ar at 23° for 18 h. The solvents were removed in vacuo, and the residue was flash chromatographed with 0-15% EtOAc/CH2Cl2. Recrystallization from CH2Cl2/hexane gave the title compound as a light-yellow crystalline solid. mp 211-212°, LC MS m/z=449 (MH+) Retention time=2.21 min Reactants: C1CCOC1, CC(C)N=C=NC(C)C, Nc1ccc(C(=O)O)cc1[N+](=O)[O-], NN. Product: NNC(=O)c1ccc(N)c([N+](=O)[O-])c1. Reaction SMILES: [CH2:25]1[O:26][CH2:27][CH2:28][CH2:29]1.[CH:14]([N:15]=[C:16]=[N:17][CH:18]([CH3:19])[CH3:20])([CH3:21])[CH3:22].[NH2:1][c:2]1[c:3]([N+:11](=[O:12])[O-:13])[cH:4][c:5]([C:6](=[O:7])[OH:8])[cH:9][cH:10]1.[NH2:23][NH2:24]>>[NH2:1][c:2]1[c:3]([N+:11](=[O:12])[O-:13])[cH:4][c:5]([C:6](=[O:7])[NH:23][NH2:24])[cH:9][cH:10]1.